Dataset: the Open Reaction Database (ORD), a public repository of structured organic reaction records. Task: describe an organic reaction: reactants, conditions, products, and yield The reactants are C=O (formalin), C(C)(=O)O[BH-](OC(C)=O)OC(C)=O.[Na+] (sodium triacetoxyborohydride), COC1=CC=C(CN)C=C1 (4-methoxybenzylamine), O1CCC(CC1)=O (tetrahydro-4H-pyran-4-one), C(C)(=O)O[BH-](OC(C)=O)OC(C)=O.[Na+] (sodium triacetoxyborohydride), C([O-])(O)=O.[Na+] (sodium bicarbonate). The solvent is ClCCCl (1,2-dichloroethane). Run at time 2 hour. Yields the product CN(C1CCOCC1)CC1=CC=C(C=C1)OC (N-methyl-N-(tetrahydropyran-4-yl)-4-methoxybenzylamine). Isolated yield 50.5%. As a reaction SMILES: [CH3:1][O:2][C:3]1[CH:10]=[CH:9][C:6]([CH2:7][NH2:8])=[CH:5][CH:4]=1.[O:11]1[CH2:16][CH2:15][C:14](=O)[CH2:13][CH2:12]1.[C:18](O[BH-](OC(=O)C)OC(=O)C)(=O)C.[Na+].C=O.C(=O)(O)[O-].[Na+]>ClCCCl>[CH3:18][N:8]([CH2:7][C:6]1[CH:9]=[CH:10][C:3]([O:2][CH3:1])=[CH:4][CH:5]=1)[CH:14]1[CH2:15][CH2:16][O:11][CH2:12][CH2:13]1 |f:2.3,5.6|. Reported procedure: Into a solution of 4-methoxybenzylamine (4.12 g) and tetrahydro-4H-pyran-4-one (3.00 g) in 1,2-dichloroethane (50 ml) was added sodium triacetoxyborohydride (6.99 g). After stirring at room temperature for 2 hours, 37% formalin solution (2.5 ml) and sodium triacetoxyborohydride (6.99 g) were added thereto. After stirring for additional one hour, the reaction mixture was mixed with an aqueous solution of sodium bicarbonate and was extracted with dichloromethane. The extract was washed with an aqu... Reactants: CCOCOCC, ClCCl, CCOC(=O)c1nn[nH]c1C(=O)c1cc(OC)c(OC)cc1[N+](=O)[O-], Cc1ccc(S(=O)(=O)O)cc1. Product: CCOCn1nc(C(=O)OCC)c(C(=O)c2cc(OC)c(OC)cc2[N+](=O)[O-])n1. As a reaction SMILES: [CH2:37]([CH3:38])[O:39][CH2:40][O:41][CH2:42][CH3:43].[CH2:44]([Cl:45])[Cl:46].[CH3:1][O:2][c:3]1[cH:4][c:5]([N+:23](=[O:24])[O-:25])[c:6]([C:7](=[O:8])[c:9]2[c:10]([C:14](=[O:15])[O:16][CH2:17][CH3:18])[n:11][n:12][nH:13]2)[cH:19][c:20]1[O:21][CH3:22].[c:26]1([CH3:27])[cH:28][cH:29][c:30]([S:31]([OH:32])(=[O:33])=[O:34])[cH:35][cH:36]1>>[CH3:1][O:2][c:3]1[cH:4][c:5]([N+:23](=[O:24])[O-:25])[c:6]([C:7](=[O:8])[c:9]2[c:10]([C:14](=[O:15])[O:16][CH2:17][CH3:18])[n:11][n:12]([CH2:40][O:39][CH2:37][CH3:38])[n:13]2)[cH:19][c:20]1[O:21][CH3:22]. Starting materials: C1(=CC=CC=C1)COC1=C(C=C(C=C1)OCCOCCN(C(=O)OC(C)(C)C)C(=O)OC(C)(C)C)C(=O)NC=1C=NC=CC1 (Bis(1,1-dimethylethyl) (2-{[2-({4-[(phenylmethyl)oxy]-3-[(3-pyridinylamino)carbonyl]phenyl}oxy)ethyl]oxy}ethyl)imidodicarbonate). Solvent: FC(C(=O)O)(F)F.ClCCl (trifluoroacetic acid dichloromethane). Reaction conditions: temperature 25 celsius, time 1 hour. The product is NCCOCCOC=1C=CC(=C(C(=O)NC=2C=NC=CC2)C1)OCC1=CC=CC=C1 (5-({2-[(2-Aminoethyl)oxy]ethyl}oxy)-2-[(phenylmethyl)oxy]-N-3-pyridinylbenzamide). Reaction SMILES: [C:1]1([CH2:7][O:8][C:9]2[CH:14]=[CH:13][C:12]([O:15][CH2:16][CH2:17][O:18][CH2:19][CH2:20][N:21](C(OC(C)(C)C)=O)C(OC(C)(C)C)=O)=[CH:11][C:10]=2[C:36]([NH:38][C:39]2[CH:40]=[N:41][CH:42]=[CH:43][CH:44]=2)=[O:37])[CH:6]=[CH:5][CH:4]=[CH:3][CH:2]=1>FC(F)(F)C(O)=O.ClCCl>[NH2:21][CH2:20][CH2:19][O:18][CH2:17][CH2:16][O:15][C:12]1[CH:13]=[CH:14][C:9]([O:8][CH2:7][C:1]2[CH:6]=[CH:5][CH:4]=[CH:3][CH:2]=2)=[C:10]([CH:11]=1)[C:36]([NH:38][C:39]1[CH:40]=[N:41][CH:42]=[CH:43][CH:44]=1)=[O:37] |f:1.2|. Reported procedure: Bis(1,1-dimethylethyl) (2-{[2-({4-[(phenylmethyl)oxy]-3-[(3-pyridinylamino)carbonyl]phenyl}oxy)ethyl]oxy}ethyl)imidodicarbonate (may be prepared as described in Description 77; 340 mg, 0.56 mmol) was treated with trifluoroacetic acid/dichloromethane (v/v 40%, 10 ml). The mixture was stirred at 25° C. for 1 h. The solvent was removed under reduced pressure. The residue was purified twice by reverse phase HPLC using a gradient of acetonitrile and 0.1% aqueous ammonia as the eluent. Evaporation of ... Starting materials: BrC/C=C(/C(=O)OC)\C (methyl(2E)-4-bromo-2-methylbut-2-enoate), CNC (dimethylamine). Run in O1CCCC1 (tetrahydrofuran). Reaction conditions: temperature 25 celsius, time 8 hour. Yields the product CN(C/C=C(/C(=O)OC)\C)C (Methyl(2E)-4-(dimethylamino)-2-methylbut-2-enoate). Reaction SMILES: Br[CH2:2]/[CH:3]=[C:4](\[CH3:9])/[C:5]([O:7][CH3:8])=[O:6].[CH3:10][NH:11][CH3:12]>O1CCCC1>[CH3:10][N:11]([CH3:12])[CH2:2]/[CH:3]=[C:4](\[CH3:9])/[C:5]([O:7][CH3:8])=[O:6]. Procedure details: To methyl(2E)-4-bromo-2-methylbut-2-enoate (643 mg, 3.33 mmol) in tetrahydrofuran (6.66 mL) was added dimethylamine (5.00 mL, 9.99 mmol, 2M in THF). The reaction was stirred at 25° C. overnight, then concentrated in vacuo and purified by silica chromatography using 1-8% DCM/MeOH (visualized with potassium permanganate stain). The product was collected and concentrated to afford the desired product as a colorless oil. LRMS (ESI) calc'd for C8H16NO2 [M+H]+: 158, found 158. Reaction SMILES: O.[C@@H:2]1([N:11]2[C:20]3[C:14](=[C:15]([N+:17]([O-])=[CH:18][N:19]=3)[NH2:16])[N:13]=[CH:12]2)[O:10][C@H:7]([CH2:8][OH:9])[C@@H:5]([OH:6])[C@H:3]1[OH:4].[OH-].[Na+].[NH4+].CN(C)C=O.C(=S)=[S:31]>C(N(CC)CC)C>[CH:12]1[N:11]([C@@H:2]2[O:10][C@H:7]([CH2:8][OH:9])[C@@H:5]([OH:6])[C@H:3]2[OH:4])[C:20]2[C:14](=[C:15]([NH2:16])[NH:17][C:18]([N:19]=2)=[S:31])[N:13]=1 |f:0.1,2.3|. Isolated yield 98.0%. Yields the product C1=NC2=C(NC(=S)N=C2N1[C@H]3[C@@H]([C@@H]([C@H](O3)CO)O)O)N (2-thioadenosine). Reactants: CN(C=O)C (N,N-dimethylformamide), O.[C@@H]1([C@H](O)[C@H](O)[C@@H](CO)O1)N1C=NC2=C(N)[N+](=CN=C12)[O-] (adenosine 1-oxide monohydrate), C(=S)=S (carbon disulfide), [OH-].[Na+] (sodium hydroxide), [NH4+] (ammonium). Run in C(C)N(CC)CC (triethylamine). Procedure details: In the same manner as described in Example 11, 9.6 g of adenosine 1-oxide monohydrate was treated with a 5N sodium hydroxide aqueous solution and Diaion SK-1B (ammonium-type). 60 ml of N,N-dimethylformamide and 60 ml of triethylamine were added to the resulting residue to form a solution, and 30 ml of carbon disulfide was then added to the solution. The resulting mixture was allowed to react in an autoclave at 130° C for 4 hours under autogenous pressure (about 10 kg/cm2). The reaction mixture w... Procedure details: A dry DMSO solution containing 1.2 g of 6-fluoro-7-nitroquinoxaline-2,3-(1H,4H)-dione, 740 mg of potassium hydroxide powder and 1.3 g of benzimidazole was stirred with heating at 130° C. for 5.5 hours. The reaction mixture was then poured in ice-water, followed by addition of hydrochloric acid, and the mixture was filtered at pH about 9 to separate insolubles. The filtrate was then adjusted to pH about 7 with hydrochloric acid, whereupon crystals separated out again. These crystals were collecte... Starting materials: FC=1C=C2NC(C(NC2=CC1[N+](=O)[O-])=O)=O (6-fluoro-7-nitroquinoxaline-2,3-(1H,4H)-dione), [OH-].[K+] (potassium hydroxide), N1=CNC2=C1C=CC=C2 (benzimidazole), Cl (hydrochloric acid). Yields the product N1(C=NC2=C1C=CC=C2)C=2C=C1NC(C(NC1=CC2[N+](=O)[O-])=O)=O (6-(benzimidazol-1-yl)-7-nitroquinoxaline-2,3-(1H,4H)-dione). Conditions: temperature 130 celsius. The yield is 12.2%. RXN SMILES: F[C:2]1[CH:3]=[C:4]2[C:9](=[CH:10][C:11]=1[N+:12]([O-:14])=[O:13])[NH:8][C:7](=[O:15])[C:6](=[O:16])[NH:5]2.[OH-].[K+].[N:19]1[C:23]2[CH:24]=[CH:25][CH:26]=[CH:27][C:22]=2[NH:21][CH:20]=1.Cl>CS(C)=O>[N:19]1([C:2]2[CH:3]=[C:4]3[C:9](=[CH:10][C:11]=2[N+:12]([O-:14])=[O:13])[NH:8][C:7](=[O:15])[C:6](=[O:16])[NH:5]3)[C:23]2[CH:24]=[CH:25][CH:26]=[CH:27][C:22]=2[N:21]=[CH:20]1 |f:1.2|. The solvent is CS(=O)C (DMSO), ice water. Reactants: ClC(=O)N1C2=C(NC(C3=C1C=CC=C3)=O)C=CC=N2 (11-(chlorocarbonyl)-5,11-dihydro-6H-pyrido[2,3-b][1,4]benzodiazepin-6-one), C(CC)N(CCC)CC1N(CCCC1)CCN (2-[2-[(dipropylamino)methyl]-piperidin-1-yl]ethanamine). The solvent is O (water). The product is Cl.C(CC)N(CCC)CC1N(CCCC1)CCNC(=O)N1C2=C(NC(C3=C1C=CC=C3)=O)C=CC=N2 (5,11-Dihydro-11-[[[2-[2-[(dipropylamino)methyl]-piperidin-1-yl]ethyl]amino]carbonyl]-6H-pyrido[2,3-b][1,4]benzodiazepin-6-one hydrochloride). Isolated yield 87.0%. Reaction SMILES: [Cl:1][C:2]([N:4]1[C:10]2[CH:11]=[CH:12][CH:13]=[CH:14][C:9]=2[C:8](=[O:15])[NH:7][C:6]2[CH:16]=[CH:17][CH:18]=[N:19][C:5]1=2)=[O:3].[CH2:20]([N:23]([CH2:27][CH:28]1[CH2:33][CH2:32][CH2:31][CH2:30][N:29]1[CH2:34][CH2:35][NH2:36])[CH2:24][CH2:25][CH3:26])[CH2:21][CH3:22]>O>[ClH:1].[CH2:20]([N:23]([CH2:27][CH:28]1[CH2:33][CH2:32][CH2:31][CH2:30][N:29]1[CH2:34][CH2:35][NH:36][C:2]([N:4]1[C:10]2[CH:11]=[CH:12][CH:13]=[CH:14][C:9]=2[C:8](=[O:15])[NH:7][C:6]2[CH:16]=[CH:17][CH:18]=[N:19][C:5]1=2)=[O:3])[CH2:24][CH2:25][CH3:26])[CH2:21][CH3:22] |f:3.4|. Reported procedure: Prepared analogously to Example 1 from 11-(chlorocarbonyl)-5,11-dihydro-6H-pyrido[2,3-b][1,4]benzodiazepin-6-one and 2-[2-[(dipropylamino)methyl]-piperidin-1-yl]ethanamine in a yield of 87% of theory. Colourless crystals, m.p. 197°-199° C., not readily soluble in water. Reactants: C[C@H](C1=CC(=CC=C1)OC)NCCCC2=CC=CC=C2Cl (NPS R-568). Run in ClCCl (dichloromethane). Reaction conditions: time 1 hour. The product is Cl.ClC1=C(C=CC=C1)CCCN[C@H](C)C1=CC(=CC=C1)O ((R)-N-[3-(2-chlorophenyl)propyl]-1-(3-hydroxyphenyl)ethylamine hydrochloride). As a reaction SMILES: [CH3:1][C@@H:2]([NH:11][CH2:12][CH2:13][CH2:14][C:15]1[C:20]([Cl:21])=[CH:19][CH:18]=[CH:17][CH:16]=1)[C:3]1[CH:8]=[CH:7][CH:6]=[C:5]([O:9]C)[CH:4]=1>ClCCl>[ClH:21].[Cl:21][C:20]1[CH:19]=[CH:18][CH:17]=[CH:16][C:15]=1[CH2:14][CH2:13][CH2:12][NH:11][C@@H:2]([C:3]1[CH:8]=[CH:7][CH:6]=[C:5]([OH:9])[CH:4]=1)[CH3:1] |f:2.3|. Reported procedure: A solution of NPS R-568 (30.3 g 100 mmol) in dichloromethane at −78° C. was treated dropwise with borontribromide (50 g, 200 mmol). The reaction 40 was stirred 1 hr at rt and poured over ice. The hydrobromide was extracted from the aqueous phase with chloroform. The chloroform solubles were then washed (4×100 ml) with 50% HCl. The chloroform wash was dried over anhydrous magnesium sulfate and concentrated to afford (R)-N-[3-(2-chlorophenyl)propyl]-1-(3-hydroxyphenyl)ethylamine hydrochloride as a...